describe an organic reaction: reactants, conditions, products, and yield From a dataset of the Open Reaction Database (ORD), a public repository of structured organic reaction records. As a reaction SMILES: C(OC([N:11]([O:28][CH:29]=[C:30]=[O:31])[CH2:12][C:13]1[CH:18]=[CH:17][C:16]([O:19][CH3:20])=[C:15]([N:21]2[CH2:26][CH2:25][N:24]([CH3:27])[CH2:23][CH2:22]2)[CH:14]=1)=O)C1C=CC=CC=1.[H][H]>[C].[Pd].C(O)C>[CH3:27][N:24]1[CH2:25][CH2:26][N:21]([C:15]2[CH:14]=[C:13]([CH:18]=[CH:17][C:16]=2[O:19][CH3:20])[CH2:12][NH:11][O:28][CH:29]=[C:30]=[O:31])[CH2:22][CH2:23]1 |f:2.3|. The solvent is C(C)O (ethanol). Yield: 109.8%. Procedure: A mixture comprising 3.26 g of N-benzyloxycarbonyl-3-(4-methylpiperazin-1-yl)-carbonylmethoxy-4-methoxybenzylamine, 0.5 g of 5% palladium carbon and 70 ml of ethanol, was stirred at 60° C. for 6 hours in a hydrogen atmosphere and further at room temperature overnight. Palladium carbon was filtered off, and then the filtrate was distilled off under reduced pressure to obtain 2.45 g of the above-identified compound as slightly brown oil. Product: CN1CCN(CC1)C=1C=C(CNOC=C=O)C=CC1OC (3-(4-Methylpiperazin-1-yl)-carbonylmethoxy-4-methoxybenzylamine). Reactants: C(C1=CC=CC=C1)OC(=O)N(CC1=CC(=C(C=C1)OC)N1CCN(CC1)C)OC=C=O (N-benzyloxycarbonyl-3-(4-methylpiperazin-1-yl)-carbonylmethoxy-4-methoxybenzylamine), [H][H] (hydrogen). The reagents and catalysts are [C].[Pd] (palladium carbon). Reactants: 1,1,2,4-benzene tricarboxylic anhydride, NN (hydrazine), C(C)O (ethanol), C(C)(C)O (isopropyl alcohol), CN1C(CCC1)=O (n-methyl-2-pyrrolidinone). The product is OC1=NN=C(C2=CC=CC=C12)O (dihydroxy-phthalazine). As a reaction SMILES: [NH2:1][NH2:2].[CH2:3]([OH:5])[CH3:4].[CH:6]([OH:9])([CH3:8])C.CN1[CH2:15][CH2:14][CH2:13][C:12]1=O>>[OH:5][C:3]1[C:4]2[C:8](=[CH:12][CH:13]=[CH:14][CH:15]=2)[C:6]([OH:9])=[N:2][N:1]=1. Reported procedure: For example, as outlined in Scheme 1,1,2,4-benzene tricarboxylic anhydride 1 may be reacted with hydrazine in a suitable solvent, e.g., ethanol, isopropyl alcohol, or n-methyl-2-pyrrolidinone, to produce dihydroxy-phthalazine 2. Compound 2 may then be reacted with SOCl2 and POCl3 to produce a trichloride intermediate that is reacted immediately with an amine X1X2NH (where X1 and X2 are, e.g., hydrogen, alkyl, aryl, etc.) to produce an amide compound 3. Compound 3 may then be reacted with NaI and... Reactants: C1(=CC=CC=C1)S(=O)(=O)N1C=C(C2=C1N=CN=C2)CC=2C=NC(=NC2)S(=O)(=O)C (7-benzenesulfonyl-5-(2-methanesulfonyl-pyrimidin-5-ylmethyl)-7H-pyrrolo[2,3-d]pyrimidine), CN1C(CCC1)=O (N-methylpyrrolidone), N1=C(C=CC=C1)CN (C-pyridin-2-yl-methylamine), [OH-].[K+] (potassium hydroxide). Run in C(C)(=O)O (acetic acid). Product: N1=C(C=CC=C1)CNC1=NC=C(C=N1)CC1=CNC=2N=CN=CC21 (pyridin-2-ylmethyl-[5-(7H-pyrrolo[2,3-d]pyrimidin-5-ylmethyl)-pyrimidin-2-yl]-amine). RXN SMILES: C1(S([N:10]2[C:14]3[N:15]=[CH:16][N:17]=[CH:18][C:13]=3[C:12]([CH2:19][C:20]3[CH:21]=[N:22][C:23](S(C)(=O)=O)=[N:24][CH:25]=3)=[CH:11]2)(=O)=O)C=CC=CC=1.CN1CCCC1=O.[N:37]1[CH:42]=[CH:41][CH:40]=[CH:39][C:38]=1[CH2:43][NH2:44].[OH-].[K+]>C(O)(=O)C>[N:37]1[CH:42]=[CH:41][CH:40]=[CH:39][C:38]=1[CH2:43][NH:44][C:23]1[N:24]=[CH:25][C:20]([CH2:19][C:12]2[C:13]3[CH:18]=[N:17][CH:16]=[N:15][C:14]=3[NH:10][CH:11]=2)=[CH:21][N:22]=1 |f:3.4|. Procedure details: In a microwave vial, 7-benzenesulfonyl-5-(2-methanesulfonyl-pyrimidin-5-ylmethyl)-7H-pyrrolo[2,3-d]pyrimidine (58, 12 mg, 0.028 mmol) was mixed with 600 μL of N-methylpyrrolidone and C-pyridin-2-yl-methylamine (59, 19.5 mg, 0.18 mmol). The reaction was irradiated at 160° C. for 40 minutes in microwave, then potassium hydroxide (500 μL, 4.00 M in water) was added and the reaction irradiated at 90° C. for 10 minutes in microwave. The reaction was neutralized with the addition of 120 μL of acetic a... Starting materials: C1CCOC1, CI, Cc1cc(C(O)CCC(=O)O)ccc1F, [H-], [Na+]. The product is COC(CCC(=O)O)c1ccc(F)c(C)c1. Reaction SMILES: [CH2:20]1[O:21][CH2:22][CH2:23][CH2:24]1.[CH3:18][I:19].[F:3][c:4]1[c:5]([CH3:17])[cH:6][c:7]([CH:10]([CH2:11][CH2:12][C:13](=[O:14])[OH:15])[OH:16])[cH:8][cH:9]1.[H-:2].[Na+:1]>>[F:3][c:4]1[c:5]([CH3:17])[cH:6][c:7]([CH:10]([CH2:11][CH2:12][C:13](=[O:14])[OH:15])[O:16][CH3:18])[cH:8][cH:9]1.